This data is from the Open Reaction Database (ORD), a public repository of structured organic reaction records. The task is: describe an organic reaction: reactants, conditions, products, and yield The yield is 56.0%. The reactants are C(=O)(O)C1C(C2=C(CN1N=O)C=CS2)O (6-carboxy-7-hydroxy-5-nitroso-4,5,6,7-tetrahydro-thieno[3,2-c]pyridine), FC(C(=O)O)(F)F (trifluoroacetic acid), N (ammonia). RXN SMILES: C([CH:4]1[N:9](N=O)[CH2:8][C:7]2[CH:12]=[CH:13][S:14][C:6]=2[CH:5]1O)(O)=O.FC(F)(F)C(O)=O.N>>[S:14]1[C:6]2[CH:5]=[CH:4][N:9]=[CH:8][C:7]=2[CH:12]=[CH:13]1. Reported procedure: 11.4 g of the derivative of the formula (IV) of Example 2 is added portionwise to 55 cc trifluoroacetic acid stirred at room temperature. The temperature rises from 19° C. to 24° C., and russet fumes are evolved. The material is allowed to cool to room temperature; the reaction mixture is then poured over ice, made basic by addition of concentrated aqueous ammonia and extracted with diisopropyl ether. The organic extracts are washed with water, dried over sodium sulfate and evaporated to dryness... Yields the product S1C=CC=2C=NC=CC21 (thieno[3,2-c]pyridine). The reactants are C(C)(C)[Mg]Cl (isopropylmagnesium chloride), [Si](C)(C)(C(C)(C)C)O[C@@H]1CC[C@H](CC1)N1N=C(C(=C1)I)OC (1-(trans-4-{[tert-butyl(dimethyl)silyl]oxy}cyclohexyl)-4-iodo-3-methoxy-1H-pyrazole), COB1OC(C(O1)(C)C)(C)C (2-methoxy-4,4,5,5-tetramethyl-1,3,2-dioxaborolane). Solvent: C1CCOC1 (THF), C1CCOC1 (THF). Reaction conditions: temperature -10 celsius, time 1 hour. The product is [Si](C)(C)(C(C)(C)C)O[C@@H]1CC[C@H](CC1)N1N=C(C(=C1)B1OC(C(O1)(C)C)(C)C)OC (1-(trans-4-{[tert-Butyl(dimethyl)silyl]oxy}cyclohexyl)-3-methoxy-4-(4,4,5,5-tetramethyl-1,3,2-dioxaborolan-2-yl)-1H-pyrazole). As a reaction SMILES: [Si:1]([O:8][C@H:9]1[CH2:14][CH2:13][C@H:12]([N:15]2[CH:19]=[C:18](I)[C:17]([O:21][CH3:22])=[N:16]2)[CH2:11][CH2:10]1)([C:4]([CH3:7])([CH3:6])[CH3:5])([CH3:3])[CH3:2].C([Mg]Cl)(C)C.CO[B:30]1[O:34][C:33]([CH3:36])([CH3:35])[C:32]([CH3:38])([CH3:37])[O:31]1>C1COCC1>[Si:1]([O:8][C@H:9]1[CH2:14][CH2:13][C@H:12]([N:15]2[CH:19]=[C:18]([B:30]3[O:34][C:33]([CH3:36])([CH3:35])[C:32]([CH3:38])([CH3:37])[O:31]3)[C:17]([O:21][CH3:22])=[N:16]2)[CH2:11][CH2:10]1)([C:4]([CH3:7])([CH3:6])[CH3:5])([CH3:3])[CH3:2]. Procedure: A solution of 1-(trans-4-{[tert-butyl(dimethyl)silyl]oxy}cyclohexyl)-4-iodo-3-methoxy-1H-pyrazole (0.0500 g, 0.114 mmol) in anhydrous degassed THF (2.0 mL) was cooled to −10° C. and dropwise charged with 1.30 M of isopropylmagnesium chloride in THF (0.352 mL, 0.458 mmol) over a 5 min period under an atmosphere of Argon. The reaction was maintained at −10° C. for 40 min then charged with 2-methoxy-4,4,5,5-tetramethyl-1,3,2-dioxaborolane (0.0939 mL, 0.573 mmol) and stirred for an additional 1 h at... Reactants: Cl (hydrochloric acid), ClC1=C(C=CC=C1)CN1C(=NC=C1CC(C(=O)OCC)C(=O)OCC)SCCC (diethyl [1-{(2-chlorophenyl)methyl}-2-propylthio-1H-imidazol-5-yl]methylmalonate), C([O-])([O-])=O.[Na+].[Na+] (sodium carbonate), C(C)O (ethanol). The solvent is O (water). The product is C(=O)(OCC)C(C(=O)O)CC1=CN=C(N1CC1=C(C=CC=C1)Cl)SCCC (2-carbethoxy-3-[1-{(2-chlorophenyl)methyl}-2-propylthio-1H-imidazol-5-yl]propanoic acid). Isolated yield 39.7%. As a reaction SMILES: [Cl:1][C:2]1[CH:7]=[CH:6][CH:5]=[CH:4][C:3]=1[CH2:8][N:9]1[C:13]([CH2:14][CH:15]([C:21]([O:23]CC)=[O:22])[C:16]([O:18][CH2:19][CH3:20])=[O:17])=[CH:12][N:11]=[C:10]1[S:26][CH2:27][CH2:28][CH3:29].C(=O)([O-])[O-].[Na+].[Na+].C(O)C.Cl>O>[C:16]([CH:15]([CH2:14][C:13]1[N:9]([CH2:8][C:3]2[CH:4]=[CH:5][CH:6]=[CH:7][C:2]=2[Cl:1])[C:10]([S:26][CH2:27][CH2:28][CH3:29])=[N:11][CH:12]=1)[C:21]([OH:23])=[O:22])([O:18][CH2:19][CH3:20])=[O:17] |f:1.2.3|. Procedure details: A solution of diethyl [1-{(2-chlorophenyl)methyl}-2-propylthio-1H-imidazol-5-yl]methylmalonate (0.62 g, 1.41 mmol), sodium carbonate (1.5 g, 14.2 mol), ethanol (10 mL) and water (10 mL) was stirred at 25° C. for 18 hours, then heated for 15 minutes on a steam bath. The mixture was cooled, neutralized with aqueous hydrochloric acid solution, and the product was extracted into methylene chloride, washed with water, dried and concentrated to 0.425 g of product. Crystallization from ethyl acetate/he... Reaction SMILES: [N:1]1[NH:2][N:3]=[CH:4][CH:5]=1.C(=O)([O-])[O-].[Cs+].[Cs+].CN[C@@H]1CCCC[C@H]1NC.Br[C:23]1[CH:31]=[CH:30][CH:29]=[C:28]([Cl:32])[C:24]=1[C:25]([OH:27])=[O:26]>CN(C=O)C.[Cu]I>[Cl:32][C:28]1[CH:29]=[CH:30][CH:31]=[C:23]([N:2]2[N:3]=[CH:4][CH:5]=[N:1]2)[C:24]=1[C:25]([OH:27])=[O:26] |f:1.2.3|. The reagents and catalysts are [Cu]I (copper(I) iodide). Reactants: N=1NN=CC1 (2H-1,2,3-triazole), C([O-])([O-])=O.[Cs+].[Cs+] (cesium carbonate), CN[C@H]1[C@@H](CCCC1)NC (trans-1-N,2-N-dimethylcyclohexane-1,2-diamine), BrC1=C(C(=O)O)C(=CC=C1)Cl (2-bromo-6-chlorobenzoic acid). The solvent is CN(C)C=O (DMF). Yields the product ClC1=C(C(=O)O)C(=CC=C1)N1N=CC=N1 (2-Chloro-6-(2H-1,2,3-triazol-2-yl)benzoic acid). Procedure details: To the solution of 2H-1,2,3-triazole (CAS number 288-36-8; 4.0 g, 57.97 mmol) in DMF (14 ml) was added cesium carbonate (18.84 g, 57.97 mmol), trans-1-N,2-N-dimethylcyclohexane-1,2-diamine (0.510 g, 5.80 mmol), copper(I) iodide (0.276 g, 1.45 mmol) and 2-bromo-6-chlorobenzoic acid (CAS number 93224-85-2; 6.78 g, 28.98 mmol) at 0-10° C. The reaction was subjected to microwave irradiation at 125° C. for 15 minutes and was then partitioned between ethyl acetate (3×100 ml) and water (100 ml). The aq... Reactants: di-μ-chlorobis(1,5-cyclooctadiene)diiridium(I) [Ir(cod)Cl]2, C([O-])([O-])=O.[Na+].[Na+] (sodium carbonate), C12(CC3(CC(CC(C1)C3)C2)O)O (1,3-adamantanediol), C(C)(=O)OC=C (vinyl acetate), C(=C)OC12CC3(CC(CC(C1)C3)C2)OC=C (1,3-bis(vinyloxy)adamantane). Solvent: C1(=CC=CC=C1)C (toluene). Run at temperature 100 celsius, time 5 hour. The product is C(=C)OC12CC3(CC(CC(C1)C3)C2)O (3-vinyloxy-1-adamantanol). Reaction SMILES: C(=O)([O-])[O-].[Na+].[Na+].C12(O)CC3CC(CC(O)(C3)C1)C2.C(OC=C)(=O)C.[CH:25]([O:27][C:28]12[CH2:37][CH:32]3[CH2:33][CH:34]([CH2:36][C:30]([O:38]C=C)([CH2:31]3)[CH2:29]1)[CH2:35]2)=[CH2:26]>C1(C)C=CC=CC=1>[CH:25]([O:27][C:28]12[CH2:37][CH:32]3[CH2:33][CH:34]([CH2:36][C:30]([OH:38])([CH2:31]3)[CH2:29]1)[CH2:35]2)=[CH2:26] |f:0.1.2|. Reported procedure: To a mixture of di-μ-chlorobis(1,5-cyclooctadiene)diiridium(I) [Ir(cod)Cl]2 (6.7 mg, 0.01 mmol) and sodium carbonate (64 mg, 0.6 mmol) in toluene (1.0 ml), 1,3-adamantanediol (1 mmol) and vinyl acetate (6 mmol) were added, followed by stirring at 100° C. in an atmosphere of argon gas for 5 hours. The reaction mixture was analyzed by gas chromatography to find that 1,3-bis(vinyloxy)adamantane and 3-vinyloxy-1-adamantanol were produced in yields of 41% and 16%, respectively, with a conversion from...